Dataset: the Open Reaction Database (ORD), a public repository of structured organic reaction records. Task: describe an organic reaction: reactants, conditions, products, and yield Reactants: C(C(=C)C)(=O)OCC(C)O (2-hydroxypropyl methacrylate), C(C(=C)C)(=O)OCCCO (3-hydroxypropyl methacrylate). Yields the product C(C(=C)C)(=O)OC(CO)C (2-hydroxy-1-methylethyl methacrylate). RXN SMILES: [C:1]([O:6][CH2:7][CH:8]([OH:10])C)(=[O:5])[C:2]([CH3:4])=[CH2:3].[C:11](OCCCO)(=O)C(C)=C>>[C:1]([O:6][CH:7]([CH3:11])[CH2:8][OH:10])(=[O:5])[C:2]([CH3:4])=[CH2:3]. Procedure details: 2-hydroxypropyl methacrylate; 3-hydroxypropyl methacrylate; The reactants are CN(C)C=O, CCO, Fc1ccc2c(-c3ccc(OCC4CO4)cc3)noc2c1, NC1CCN(Cc2ccccc2)CC1. Product: OC(CNC1CCN(Cc2ccccc2)CC1)COc1ccc(-c2noc3cc(F)ccc23)cc1. RXN SMILES: [CH3:36][N:37]([CH3:38])[CH:39]=[O:40].[CH3:41][CH2:42][OH:43].[F:1][c:2]1[cH:3][c:4]2[c:5]([c:6](-[c:9]3[cH:10][cH:11][c:12]([O:15][CH2:16][CH:17]4[O:18][CH2:19]4)[cH:13][cH:14]3)[n:7][o:8]2)[cH:20][cH:21]1.[NH2:22][CH:23]1[CH2:24][CH2:25][N:26]([CH2:29][c:30]2[cH:31][cH:32][cH:33][cH:34][cH:35]2)[CH2:27][CH2:28]1>>[F:1][c:2]1[cH:3][c:4]2[c:5]([c:6](-[c:9]3[cH:10][cH:11][c:12]([O:15][CH2:16][CH:17]([OH:18])[CH2:19][NH:22][CH:23]4[CH2:24][CH2:25][N:26]([CH2:29][c:30]5[cH:31][cH:32][cH:33][cH:34][cH:35]5)[CH2:27][CH2:28]4)[cH:13][cH:14]3)[n:7][o:8]2)[cH:20][cH:21]1. Starting materials: ClCCl, COC(=O)c1ccc(Oc2ccccc2[N+](=O)[O-])cc1C(=O)OC. Yields the product COC(=O)c1ccc(Oc2ccccc2N)cc1C(=O)OC. Reaction SMILES: [CH2:25]([Cl:26])[Cl:27].[CH3:1][O:2][C:3]([c:4]1[c:5]([C:6](=[O:7])[O:8][CH3:9])[cH:10][c:11]([O:14][c:15]2[c:16]([N+:21]([O-:22])=[O:23])[cH:17][cH:18][cH:19][cH:20]2)[cH:12][cH:13]1)=[O:24]>>[CH3:1][O:2][C:3]([c:4]1[c:5]([C:6](=[O:7])[O:8][CH3:9])[cH:10][c:11]([O:14][c:15]2[c:16]([NH2:21])[cH:17][cH:18][cH:19][cH:20]2)[cH:12][cH:13]1)=[O:24]. Starting materials: CCCCC12CCC(=O)C(C)=C1c1ccc(O)cc1C2, Cl, NO, c1ccncc1. Yields the product CCCCC12CCC(=NO)C(C)=C1c1ccc(O)cc1C2. RXN SMILES: [CH2:1]([CH2:2][CH2:3][CH3:4])[C:5]12[CH2:6][c:7]3[cH:8][c:9]([OH:20])[cH:10][cH:11][c:12]3[C:13]1=[C:14]([CH3:19])[C:15](=[O:18])[CH2:16][CH2:17]2.[ClH:21].[NH2:22][OH:23].[cH:24]1[cH:25][cH:26][n:27][cH:28][cH:29]1>>[CH2:1]([CH2:2][CH2:3][CH3:4])[C:5]12[CH2:6][c:7]3[cH:8][c:9]([OH:20])[cH:10][cH:11][c:12]3[C:13]1=[C:14]([CH3:19])[C:15](=[N:22][OH:23])[CH2:16][CH2:17]2. The reactants are NC1=NC=C(C(=C1)C)C#N (2-amino-5-cyano-4-methylpyridine), [OH-].[Na+] (sodium hydroxide), C(C)O (ethanol), Cl (hydrochloric acid), Cl (hydrochloric acid). The solvent is O (water). Yields the product NC1=NC=C(C(=C1)C)C(=O)O (2-Amino-5-carboxy-4-methylpyridine). Reaction SMILES: [NH2:1][C:2]1[CH:7]=[C:6]([CH3:8])C(C#N)=[CH:4][N:3]=1.[OH-:11].[Na+].Cl.[CH2:14]([OH:16])[CH3:15]>O>[NH2:1][C:2]1[CH:7]=[C:6]([CH3:8])[C:15]([C:14]([OH:11])=[O:16])=[CH:4][N:3]=1 |f:1.2|. Reported procedure: A solution of 2-amino-5-cyano-4-methylpyridine (600 mg, 4.50 mmol) in ethanol (7.5 mL) was treated with 10N sodium hydroxide (7.5 mL) for 24 h at reflux temperature. The mixture was cooled and diluted with water (30 mL). The pH was adjusted to 7 with conc. hydrochloric acid and 1N hydrochloric acid. The resulting solid was filtered, dried by suction, washed with ether, and dried in vacuo; yield 134 mg (20%). Starting materials: C(C)(C)(C)OC(=O)CCC(=O)N[C@@H](CC(OC(C)(C)C)=O)C(=O)N[C@@H](CCC(OC(C)(C)C)=O)C(=O)N[C@@H](CC1=C(C=CC=C1)C)C(=O)N[C@@H](C(C)(C)C)C(=O)N[C@@H](CC(C)C)C(=O)N[C@@H](CC=C)C(OC)OC (N2-[N-[N-[N-[N-[3-(tert-butoxycarbonyl)propionyl]-O-tert-butyl-L-α-aspartyl]-O-tert-butyl-L-α-glutamyl]-2-methyl-L-phenylalanyl]-3-methyl-L-valyl]-N 1-[1(S)-(dimethoxymethyl)-3-butenyl]-L-leucinamide). Solvent: FC(C(=O)O)(F)F.ClCCl (trifluoroacetic acid dichloromethane), O (water). Run at time 1 hour. Product: C(=O)(O)CCC(=O)N[C@@H](CC(O)=O)C(=O)N[C@@H](CCC(O)=O)C(=O)N[C@@H](CC1=C(C=CC=C1)C)C(=O)N[C@@H](C(C)(C)C)C(=O)N[C@@H](CC(C)C)C(=O)NC(C=O)CC=C (2(RS)-[[N-[N-[N-[N-[N-(3-carboxypropionyl)-L-α-aspartyl]-L-α-glutamyl]-2-methyl-L-phenylalanyl]-3-methyl-L-valyl]-L-leucyl]amino]-4-pentenaldehyde). The yield is 75.2%. Reaction SMILES: C([O:5][C:6]([CH2:8][CH2:9][C:10]([NH:12][C@H:13]([C:22]([NH:24][C@H:25]([C:35]([NH:37][C@H:38]([C:47]([NH:49][C@H:50]([C:55]([NH:57][C@H:58]([C:63]([NH:65][C@H:66]([CH:70](OC)[O:71]C)[CH2:67][CH:68]=[CH2:69])=[O:64])[CH2:59][CH:60]([CH3:62])[CH3:61])=[O:56])[C:51]([CH3:54])([CH3:53])[CH3:52])=[O:48])[CH2:39][C:40]1[CH:45]=[CH:44][CH:43]=[CH:42][C:41]=1[CH3:46])=[O:36])[CH2:26][CH2:27][C:28](=[O:34])[O:29]C(C)(C)C)=[O:23])[CH2:14][C:15](=[O:21])[O:16]C(C)(C)C)=[O:11])=[O:7])(C)(C)C>FC(F)(F)C(O)=O.ClCCl.O>[C:6]([CH2:8][CH2:9][C:10]([NH:12][C@H:13]([C:22]([NH:24][C@H:25]([C:35]([NH:37][C@H:38]([C:47]([NH:49][C@H:50]([C:55]([NH:57][C@H:58]([C:63]([NH:65][CH:66]([CH2:67][CH:68]=[CH2:69])[CH:70]=[O:71])=[O:64])[CH2:59][CH:60]([CH3:62])[CH3:61])=[O:56])[C:51]([CH3:52])([CH3:54])[CH3:53])=[O:48])[CH2:39][C:40]1[CH:45]=[CH:44][CH:43]=[CH:42][C:41]=1[CH3:46])=[O:36])[CH2:26][CH2:27][C:28](=[O:29])[OH:34])=[O:23])[CH2:14][C:15](=[O:16])[OH:21])=[O:11])([OH:7])=[O:5] |f:1.2|. Procedure details: 50 mg (0.048 mmol) of N2-[N-[N-[N-[N-[3-(tert-butoxycarbonyl)propionyl]-O-tert-butyl-L-α-aspartyl]-O-tert-butyl-L-α-glutamyl]-2-methyl-L-phenylalanyl]-3-methyl-L-valyl]-N 1-[1(S)-(dimethoxymethyl)-3-butenyl]-L-leucinamide were dissolved in 4 ml of trifluoroacetic acid/dichloromethane (1:1) containing3 drops of water and the solution was stirred for 1 hour under nitrogen. The solution was evaporated to dryness under a vacuum and the residue was re-evaporated twice with toluene. The solid was trit... Run in ClCCl (dichloromethane). Procedure: N-(4-tert-Butylphenyl)-2-(2-hydroxyacetylaminopyridin-4-ylmethylthio)pyridine-3-carboxamide (Compound No. 12-8, 250 mg, 0.55 mmol) was suspended in anhydrous dichloromethane (5.0 mL) under ice-cooling, and thionyl chloride (80 μL, 1.1 mmol) was added thereto. The mixture was stirred for 6 hours at room temperature, and the solvent was evaporated under reduced pressure. The resulting solid was filtered off with ethyl acetate and washed with diethyl ether to give 270 mg of the target compound quan... As a reaction SMILES: [C:1]([C:5]1[CH:10]=[CH:9][C:8]([NH:11][C:12]([C:14]2[C:15]([S:20][CH:21]([NH:28][C:29](=[O:32])[CH2:30]O)[C:22]3[CH:27]=[CH:26][N:25]=[CH:24][CH:23]=3)=[N:16][CH:17]=[CH:18][CH:19]=2)=[O:13])=[CH:7][CH:6]=1)([CH3:4])([CH3:3])[CH3:2].S(Cl)([Cl:35])=O>ClCCl>[C:1]([C:5]1[CH:10]=[CH:9][C:8]([NH:11][C:12]([C:14]2[C:15]([S:20][CH:21]([NH:28][C:29](=[O:32])[CH2:30][Cl:35])[C:22]3[CH:27]=[CH:26][N:25]=[CH:24][CH:23]=3)=[N:16][CH:17]=[CH:18][CH:19]=2)=[O:13])=[CH:7][CH:6]=1)([CH3:4])([CH3:3])[CH3:2]. Yields the product C(C)(C)(C)C1=CC=C(C=C1)NC(=O)C=1C(=NC=CC1)SC(C1=CC=NC=C1)NC(CCl)=O (N-(4-tert-Butylphenyl)-2-(2-chloroacetylaminopyridin-4-ylmethylthio)pyridine-3-carboxamide). Run at time 6 hour. The reactants are C(C)(C)(C)C1=CC=C(C=C1)NC(=O)C=1C(=NC=CC1)SC(C1=CC=NC=C1)NC(CO)=O (N-(4-tert-Butylphenyl)-2-(2-hydroxyacetylaminopyridin-4-ylmethylthio)pyridine-3-carboxamide), S(=O)(Cl)Cl (thionyl chloride).